From a dataset of the Open Reaction Database (ORD), a public repository of structured organic reaction records. describe an organic reaction: reactants, conditions, products, and yield Reactants: BrC1=C(C=C(C=C1)C1=CN=C(N1)[C@H]1N(CCC1)C([C@H](C(C)C)NC(OC)=O)=O)OC(F)F (methyl (S)-1-((S)-2-(5-(4-bromo-3-(difluoromethoxy)phenyl)-1H-imidazol-2-yl)pyrrolidin-1-yl)-3-methyl-1-oxobutan-2-ylcarbamate), COC[C@H]1C[C@H](N(C1)C(=O)OC(C)(C)C)C1=NC2=C(N1)C1=CC=C(C=C1C=C2)B2OC(C(O2)(C)C)(C)C ((2S,4S)-tert-butyl 4-(methoxymethyl)-2-(7-(4,4,5,5-tetramethyl-1,3,2-dioxaborolan-2-yl)-1H-naphtho[1,2-d]imidazol-2-yl)pyrrolidine-1-carboxylate), COC(=O)N[C@H](C(=O)N1[C@@H](CCC1)C1=NC2=C(N1)C1=CC=C(C=C1C=C2)C=2C=C1C=CC3=C(NC(=N3)[C@H]3N(C[C@H](C3)COC)C([C@H](C(C)C)NC(OC)=O)=O)C1=CC2)C(C)C (methyl {(2S)-1-[(2S,4S)-2-{2′-[(2S)-1-{(2S)-2-[(methoxycarbonyl)amino]-3-methylbutanoyl}pyrrolidin-2-yl]-1H,1′H-7,7′-binaphtho[1,2-d]imidazol-2-yl}-4-(methoxymethyl)pyrrolidin-1-yl]-3-methyl-1-oxobutan-2-yl}carbamate). The product is FC(OC1=C(C=CC(=C1)C1=CN=C(N1)[C@H]1N(CCC1)C([C@H](C(C)C)NC(=O)OC)=O)C=1C=C2C=CC3=C(NC(=N3)[C@H]3N(C[C@H](C3)COC)C(=O)OC(C)(C)C)C2=CC1)F ((2S,4S)-tert-Butyl 2-(7-(2-(difluoromethoxy)-4-(2-((S)-1-((S)-2-(methoxycarbonylamino)-3-methylbutanoyl)pyrrolidin-2-yl)-1H-imidazol-5-yl)phenyl)-1H-naphtho[1,2-d]imidazol-2-yl)-4-(methoxymethyl)pyrrolidine-1-carboxylate). As a reaction SMILES: Br[C:2]1[CH:7]=[CH:6][C:5]([C:8]2[NH:12][C:11]([C@@H:13]3[CH2:17][CH2:16][CH2:15][N:14]3[C:18](=[O:28])[C@@H:19]([NH:23][C:24](=[O:27])[O:25][CH3:26])[CH:20]([CH3:22])[CH3:21])=[N:10][CH:9]=2)=[CH:4][C:3]=1[O:29][CH:30]([F:32])[F:31].[CH3:33][O:34][CH2:35][C@@H:36]1[CH2:40][N:39]([C:41]([O:43][C:44]([CH3:47])([CH3:46])[CH3:45])=[O:42])[C@H:38]([C:48]2[NH:52][C:51]3[C:53]4[C:58]([CH:59]=[CH:60][C:50]=3[N:49]=2)=[CH:57][C:56](B2OC(C)(C)C(C)(C)O2)=[CH:55][CH:54]=4)[CH2:37]1.COC(N[C@@H](C(C)C)C(N1CCC[C@H]1C1NC2C3C(C=CC=2N=1)=CC(C1C=C2C(=CC=1)C1NC([C@@H]4C[C@H](COC)CN4C(=O)[C@@H](NC(=O)OC)C(C)C)=NC=1C=C2)=CC=3)=O)=O>>[F:31][CH:30]([F:32])[O:29][C:3]1[CH:4]=[C:5]([C:8]2[NH:12][C:11]([C@@H:13]3[CH2:17][CH2:16][CH2:15][N:14]3[C:18](=[O:28])[C@@H:19]([NH:23][C:24]([O:25][CH3:26])=[O:27])[CH:20]([CH3:22])[CH3:21])=[N:10][CH:9]=2)[CH:6]=[CH:7][C:2]=1[C:56]1[CH:57]=[C:58]2[C:53](=[CH:54][CH:55]=1)[C:51]1[NH:52][C:48]([C@@H:38]3[CH2:37][C@H:36]([CH2:35][O:34][CH3:33])[CH2:40][N:39]3[C:41]([O:43][C:44]([CH3:47])([CH3:45])[CH3:46])=[O:42])=[N:49][C:50]=1[CH:60]=[CH:59]2. Reported procedure: (2S,4S)-tert-Butyl 2-(7-(2-(difluoromethoxy)-4-(2-((S)-1-((S)-2-(methoxycarbonylamino)-3-methylbutanoyl)pyrrolidin-2-yl)-1H-imidazol-5-yl)phenyl)-1H-naphtho[1,2-d]imidazol-2-yl)-4-(methoxymethyl)pyrrolidine-1-carboxylate was prepared from methyl (S)-1-((S)-2-(5-(4-bromo-3-(difluoromethoxy)phenyl)-1H-imidazol-2-yl)pyrrolidin-1-yl)-3-methyl-1-oxobutan-2-ylcarbamate and (2S,4S)-tert-butyl 4-(methoxymethyl)-2-(7-(4,4,5,5-tetramethyl-1,3,2-dioxaborolan-2-yl)-1H-naphtho[1,2-d]imidazol-2-yl)pyrrolidine... The product is CCN(CC)C(=O)c1ccccc1C(C)[Si](C)(C)C. Reaction SMILES: [CH2:1]([CH3:2])[N:3]([C:4]([c:5]1[c:6]([CH2:11][CH3:12])[cH:7][cH:8][cH:9][cH:10]1)=[O:13])[CH2:14][CH3:15].[CH2:30]1[O:31][CH2:32][CH2:33][CH2:34]1.[CH3:17][CH:18]([N-:19][CH:20]([CH3:21])[CH3:22])[CH3:23].[CH3:25][Si:26]([CH3:27])([CH3:28])[Cl:29].[Li+:16].[OH2:24]>>[CH2:1]([CH3:2])[N:3]([C:4]([c:5]1[c:6]([CH:11]([CH3:12])[Si:26]([CH3:25])([CH3:27])[CH3:28])[cH:7][cH:8][cH:9][cH:10]1)=[O:13])[CH2:14][CH3:15]. Reactants: CCc1ccccc1C(=O)N(CC)CC, C1CCOC1, CC(C)[N-]C(C)C, C[Si](C)(C)Cl, [Li+], O. Starting materials: C(C=C)(=O)O (acrylic acid), C(C=C)OCC(CO)(CO)CO (pentaerythritol allyl ether), S(=O)(=O)([O-])OOS(=O)(=O)[O-].[Na+].[Na+] (sodium persulfate), [OH-].[Na+] (sodium hydroxide), S(=O)(=O)(OCCCCCCCCCCCC)[O-].[Na+] (sodium dodecyl sulfate), O (water), S(=O)(=O)(OCCCCCCCCCCCC)[O-].[Na+] (sodium dodecyl sulfate), C=C1C(=O)OC(C1)C (α-methylene-γ-valerolactone), O (water). Run at temperature 71 celsius, time 60 minute. Product: C=C1C(=O)OC(C1)C.C(C=C)(=O)O (α-Methylene-γ-Valerolactone Acrylic Acid). Reaction SMILES: O.S([O-])(OCCCCCCCCCCCC)(=O)=O.[Na+].[CH2:20]=[C:21]1[CH2:26][CH:25]([CH3:27])[O:24][C:22]1=[O:23].[C:28]([OH:32])(=[O:31])[CH:29]=[CH2:30].C(OCC(CO)(CO)CO)C=C.S(OOS([O-])(=O)=O)([O-])(=O)=O.[Na+].[Na+].[OH-].[Na+]>>[CH2:20]=[C:21]1[CH2:26][CH:25]([CH3:27])[O:24][C:22]1=[O:23].[C:28]([OH:32])(=[O:31])[CH:29]=[CH2:30] |f:1.2,6.7.8,9.10,11.12|. Reported procedure: To a 150 mL round bottom flask equipped with a magnetic stir bar was added 11.730 g (0.651 mol) water and 0.140 g (4.85×10−4 mol) sodium dodecyl sulfate (20% aqueous solution). The mixture was heated under flowing nitrogen to 71° C., at which time a monomer mixture consisting of 5.561 g (4.91×10−2 mol) α-methylene-γ-valerolactone, 0.290 g (4.83×10−3 mol) acrylic acid, and either 0.2%, 0.5%, or 1.0% by weight of pentaerythritol allyl ether crosslinker (70% purity) were added dropwise over 110 min... The reactants are C(C)(C)(C)OC(NCCNC(CC)C1=NC2=CC(=CC=C2C(N1CC1=CC=CC=C1)=O)Cl)=O ({2-[1-(3-benzyl-7-chloro-4-oxo-3,4-dihydro-quinazolin-2-yl)-propylamino]-ethyl}-carbamic acid tert-butyl ester), C(C1=CC=CC=C1)N1C(=NC2=CC(=CC=C2C1=O)Cl)C(CC)Br (3-benzyl-2-(1-bromo-propyl)-7-chloro-3H-quinazolin-4-one), C(C)(C)(C)OC(NCCN)=O ((2-amino-ethyl)-carbamic acid tert-butyl ester), C([O-])(O)=O.[Na+] (sodium bicarbonate). The solvent is CCO (EtOH). Yields the product C(C1=CC=CC=C1)N1C(=NC2=CC(=CC=C2C1=O)Cl)C(CC)N1CCNCCC1=O (3-Benzyl-7-chloro-2-[1-(7-oxo-[1,4]diazepan-1 -yl)-propyl]-3H-quinazolin-4-one). RXN SMILES: C(O[C:6](=O)[NH:7][CH2:8][CH2:9][NH:10][CH:11]([C:14]1[N:23]([CH2:24][C:25]2[CH:30]=[CH:29][CH:28]=[CH:27][CH:26]=2)[C:22](=[O:31])[C:21]2[C:16](=[CH:17][C:18]([Cl:32])=[CH:19][CH:20]=2)[N:15]=1)[CH2:12][CH3:13])(C)(C)C.C(N1[C:50](=[O:51])[C:49]2C(=CC(Cl)=CC=2)N=C1C(Br)CC)C1C=CC=CC=1.C(OC(=O)NCCN)(C)(C)C.C(=O)(O)[O-].[Na+]>CCO>[CH2:24]([N:23]1[C:22](=[O:31])[C:21]2[C:16](=[CH:17][C:18]([Cl:32])=[CH:19][CH:20]=2)[N:15]=[C:14]1[CH:11]([N:10]1[C:50](=[O:51])[CH2:49][CH2:6][NH:7][CH2:8][CH2:9]1)[CH2:12][CH3:13])[C:25]1[CH:26]=[CH:27][CH:28]=[CH:29][CH:30]=1 |f:3.4|. Procedure: Preparation of {2-[1-(3-benzyl-7-chloro-4-oxo-3,4-dihydro-quinazolin-2-yl)-propylamino]-ethyl}-carbamic acid tert-butyl ester: A mixture of 3-benzyl-2-(1-bromo-propyl)-7-chloro-3H-quinazolin-4-one (3.9 g, 10 mmol) (WO 0130768), (2-amino-ethyl)-carbamic acid tert-butyl ester (2.40 g, 15 mmol) and sodium bicarbonate (1.26 g, 15 mmol) in EtOH (50 mL) was refluxed overnight. The salts were removed by filtration and the filtrate was concentrated to dryness. The residue which remained was purified by ... The reactants are O=C([O-])O, Nc1ccc(Cl)c(N)n1, CCOC(=O)Cl, [Na+], C1CCOC1, O. Yields the product CCOC(=O)Nc1ccc(Cl)c(N)n1. RXN SMILES: [C:15](=[O:16])([OH:17])[O-:18].[Cl:1][c:2]1[c:3]([NH2:9])[n:4][c:5]([NH2:8])[cH:6][cH:7]1.[Cl:20][C:21](=[O:22])[O:23][CH2:24][CH3:25].[Na+:19].[O:10]1[CH2:11][CH2:12][CH2:13][CH2:14]1.[OH2:26]>>[Cl:1][c:2]1[c:3]([NH2:9])[n:4][c:5]([NH:8][C:21](=[O:22])[O:23][CH2:24][CH3:25])[cH:6][cH:7]1.